This data is from the Open Reaction Database (ORD), a public repository of structured organic reaction records. The task is: describe an organic reaction: reactants, conditions, products, and yield The reactants are COCCOC, COC(=O)COc1ccc(OCc2nc(-c3ccccc3Br)cs2)cc1C, CCO, OB(O)C1CC1, [Na+], [Na+], O=C([O-])[O-], O, c1ccc(P(c2ccccc2)(c2ccccc2)[Pd](P(c2ccccc2)(c2ccccc2)c2ccccc2)(P(c2ccccc2)(c2ccccc2)c2ccccc2)P(c2ccccc2)(c2ccccc2)c2ccccc2)cc1. Product: COC(=O)COc1ccc(OCc2nc(-c3ccccc3C3CC3)cs2)cc1C. RXN SMILES: [CH3:121][O:122][CH2:123][CH2:124][O:125][CH3:126].[CH3:1][O:2][C:3]([CH2:4][O:5][c:6]1[c:7]([CH3:26])[cH:8][c:9]([O:12][CH2:13][c:14]2[s:15][cH:16][c:17](-[c:19]3[c:20]([Br:25])[cH:21][cH:22][cH:23][cH:24]3)[n:18]2)[cH:10][cH:11]1)=[O:27].[CH3:40][CH2:41][OH:42].[CH:28]1([B:31]([OH:32])[OH:33])[CH2:29][CH2:30]1.[Na+:34].[Na+:35].[O-:36][C:37](=[O:38])[O-:39].[OH2:43].[cH:44]1[cH:45][cH:46][c:47]([P:48]([Pd:49]([P:50]([c:51]2[cH:52][cH:53][cH:54][cH:55][cH:56]2)([c:57]2[cH:58][cH:59][cH:60][cH:61][cH:62]2)[c:63]2[cH:64][cH:65][cH:66][cH:67][cH:68]2)([P:69]([c:70]2[cH:71][cH:72][cH:73][cH:74][cH:75]2)([c:76]2[cH:77][cH:78][cH:79][cH:80][cH:81]2)[c:82]2[cH:83][cH:84][cH:85][cH:86][cH:87]2)[P:88]([c:89]2[cH:90][cH:91][cH:92][cH:93][cH:94]2)([c:95]2[cH:96][cH:97][cH:98][cH:99][cH:100]2)[c:101]2[cH:102][cH:103][cH:104][cH:105][cH:106]2)([c:107]2[cH:108][cH:109][cH:110][cH:111][cH:112]2)[c:113]2[cH:114][cH:115][cH:116][cH:117][cH:118]2)[cH:119][cH:120]1>>[CH3:1][O:2][C:3]([CH2:4][O:5][c:6]1[c:7]([CH3:26])[cH:8][c:9]([O:12][CH2:13][c:14]2[s:15][cH:16][c:17](-[c:19]3[c:20]([CH:28]4[CH2:29][CH2:30]4)[cH:21][cH:22][cH:23][cH:24]3)[n:18]2)[cH:10][cH:11]1)=[O:27]. Reactants: COc1cccc2c1CC(=CCCBr)c1cccnc1O2, O=C([O-])[O-], CCOC(C)=O, OC1(c2ccc(Cl)cc2)CCNCC1, [K+], [K+], CN(C)C=O, O. The product is COc1cccc2c1CC(=CCCN1CCC(O)(c3ccc(Cl)cc3)CC1)c1cccnc1O2. RXN SMILES: [Br:1][CH2:2][CH2:3][CH:4]=[C:5]1[CH2:6][c:7]2[c:8]([cH:16][cH:17][cH:18][c:19]2[O:20][CH3:21])[O:9][c:10]2[n:11][cH:12][cH:13][cH:14][c:15]21.[C:36](=[O:37])([O-:38])[O-:39].[CH3:48][CH2:49][O:50][C:51](=[O:52])[CH3:53].[Cl:22][c:23]1[cH:24][cH:25][c:26]([C:29]2([OH:35])[CH2:30][CH2:31][NH:32][CH2:33][CH2:34]2)[cH:27][cH:28]1.[K+:40].[K+:41].[O:43]=[CH:44][N:45]([CH3:46])[CH3:47].[OH2:42]>>[CH2:2]([CH2:3][CH:4]=[C:5]1[CH2:6][c:7]2[c:8]([cH:16][cH:17][cH:18][c:19]2[O:20][CH3:21])[O:9][c:10]2[n:11][cH:12][cH:13][cH:14][c:15]21)[N:32]1[CH2:31][CH2:30][C:29]([c:26]2[cH:25][cH:24][c:23]([Cl:22])[cH:28][cH:27]2)([OH:35])[CH2:34][CH2:33]1.